Dataset: the Open Reaction Database (ORD), a public repository of structured organic reaction records. Task: describe an organic reaction: reactants, conditions, products, and yield The reactants are OC1=C(C=C(C2=CC=CC=C12)NS(=O)(=O)C=1SC=CC1)SC1=NN=NN1C (N-(4-hydroxy-3-(1-methyl-1H-tetrazol-5-ylthio)naphthalen-1-yl)thiophene-2-sulfonamide), N1N=CN=C1SC1=C/C(/C2=CC=CC=C2C1=O)=N\S(=O)(=O)C=1SC=CC1 ((E)-N-(3-(1H-1,2,4-triazol-5-ylthio)-4-oxonaphthalen-1(4H)-ylidene)thiophene-2-sulfonamide). Yields the product N1N=CN=C1SC=1C=C(C2=CC=CC=C2C1O)NS(=O)(=O)C=1SC=CC1 (N-(3-(1H-1,2,4-triazol-5-ylthio)-4-hydroxynaphthalen-1-yl)thiophene-2-sulfonamide), OC1=C(C=C(C2=CC=CC=C12)NS(=O)(=O)C=1SC=CC1)SC1=NN=NN1C (N-(4-hydroxy-3-(1-methyl-1H-tetrazol-5-ylthio)naphthalen-1-yl)thiophene-2-sulfonamide). Yield: 100.0%. As a reaction SMILES: [OH:1][C:2]1[C:11]2[C:6](=[CH:7][CH:8]=[CH:9][CH:10]=2)[C:5]([NH:12][S:13]([C:16]2[S:17][CH:18]=[CH:19][CH:20]=2)(=[O:15])=[O:14])=[CH:4][C:3]=1[S:21][C:22]1[N:26]([CH3:27])[N:25]=[N:24][N:23]=1.N1C(SC2C(=O)C3C(=CC=CC=3)/C(=N/S(C3SC=CC=3)(=O)=O)/C=2)=NC=N1>>[NH:23]1[C:22]([S:21][C:3]2[CH:4]=[C:5]([NH:12][S:13]([C:16]3[S:17][CH:18]=[CH:19][CH:20]=3)(=[O:15])=[O:14])[C:6]3[C:11]([C:2]=2[OH:1])=[CH:10][CH:9]=[CH:8][CH:7]=3)=[N:26][CH:27]=[N:24]1.[OH:1][C:2]1[C:11]2[C:6](=[CH:7][CH:8]=[CH:9][CH:10]=2)[C:5]([NH:12][S:13]([C:16]2[S:17][CH:18]=[CH:19][CH:20]=2)(=[O:15])=[O:14])=[CH:4][C:3]=1[S:21][C:22]1[N:26]([CH3:27])[N:25]=[N:24][N:23]=1. Procedure: N-(3-(1H-1,2,4-triazol-5-ylthio)-4-hydroxynaphthalen-1-yl)thiophene-2-sulfonamide (14e) was prepared according to the procedure for 14d except using (E)-N-(3-(1H-1,2,4-triazol-5-ylthio)-4-oxonaphthalen-1(4H)-ylidene)thiophene-2-sulfonamide (13e), which afforded the title compound 20 mg (100%) as a white solid, m.p.: 180° C. (dec.).